Dataset: the Open Reaction Database (ORD), a public repository of structured organic reaction records. Task: describe an organic reaction: reactants, conditions, products, and yield The product is C1(=CC=CC=C1)C(CSC(C1=CC=CC=C1)C=C)O (Vinylbenzyl 2-Phenyl-2-hydroxyethyl Sulfide). The reagents and catalysts are C1(O)=CC=C(O)C=C1 (hydroquinone). Solvent: C(C)O (ethanol). As a reaction SMILES: [Na].[C:2]1([CH:8]([OH:11])[CH2:9][SH:10])[CH:7]=[CH:6][CH:5]=[CH:4][CH:3]=1.[CH:12]([CH:14](Cl)[C:15]1[CH:20]=[CH:19][CH:18]=[CH:17][CH:16]=1)=[CH2:13]>C1(C=CC(O)=CC=1)O.C(O)C>[C:2]1([CH:8]([OH:11])[CH2:9][S:10][CH:14]([CH:12]=[CH2:13])[C:15]2[CH:20]=[CH:19][CH:18]=[CH:17][CH:16]=2)[CH:7]=[CH:6][CH:5]=[CH:4][CH:3]=1 |^1:0|. Starting materials: C(=C)C(C1=CC=CC=C1)Cl (vinylbenzyl chloride), [Na] (sodium), C1(=CC=CC=C1)C(CS)O (1-phenyl-2-mercaptoethanol), [Na] (sodium). The yield is 104.8%. Conditions: time 1 hour. Reported procedure: To 125 ml of absolute ethanol was added 5.7 g (0.247 moles) of sodium metal. After the sodium had dissolved, the solution was cooled to 0° to 5° C. and 38 g (0.247 moles) of 1-phenyl-2-mercaptoethanol was added dropwise. After addition, the reaction was stirred at 0° to 5° C. for 1 hour and then 37.7 g (0.247 moles) of vinylbenzyl chloride was added dropwise. After the addition was complete, 0.5 g of hydroquinone was added and the mixture was refluxed for 2 hours. The mixture was cooled and the ...